Dataset: the Open Reaction Database (ORD), a public repository of structured organic reaction records. Task: describe an organic reaction: reactants, conditions, products, and yield Reactants: NCC(=O)N(C)C=1C(=C(COC=2C=3N(C=CC2)C(=C(N3)C)Br)C(=CC1)Cl)Cl (8-[3-(N-glycyl-N-methylamino)-2,6-dichlorobenzyloxy]-3-bromo-2-methylimidazo[1,2-a]pyridine), CSC(=NC#N)SC (dimethyl cyanodithioiminocarbonate), solution, C(C)N (ethylamine). The solvent is O (water), CN(C=O)C (dimethylformamide), O (water). Conditions: temperature 60 celsius. The product is BrC1=C(N=C2N1C=CC=C2OCC2=C(C(=CC=C2Cl)N(C)C(CNC(=NC#N)NCC)=O)Cl)C (3-bromo-8-[3-[N-[(2-cyano-3-ethylguanidino)acetyl]-N-methylamino]-2,6-dichlorobenzyloxy]-2-methylimidazo[1,2-a]pyridine). As a reaction SMILES: [NH2:1][CH2:2][C:3]([N:5]([C:7]1[C:8]([Cl:27])=[C:9]([C:23]([Cl:26])=[CH:24][CH:25]=1)[CH2:10][O:11][C:12]1[C:13]2[N:14]([C:18]([Br:22])=[C:19]([CH3:21])[N:20]=2)[CH:15]=[CH:16][CH:17]=1)[CH3:6])=[O:4].CS[C:30](SC)=[N:31][C:32]#[N:33].[CH2:36]([NH2:38])[CH3:37]>CN(C)C=O.O>[Br:22][C:18]1[N:14]2[CH:15]=[CH:16][CH:17]=[C:12]([O:11][CH2:10][C:9]3[C:23]([Cl:26])=[CH:24][CH:25]=[C:7]([N:5]([C:3](=[O:4])[CH2:2][NH:1][C:30]([NH:38][CH2:36][CH3:37])=[N:31][C:32]#[N:33])[CH3:6])[C:8]=3[Cl:27])[C:13]2=[N:20][C:19]=1[CH3:21]. Reported procedure: A solution of 8-[3-(N-glycyl-N-methylamino)-2,6-dichlorobenzyloxy]-3-bromo-2-methylimidazo[1,2-a]pyridine (300 mg) and dimethyl cyanodithioiminocarbonate (93 mg) in dimethylformamide (3 ml) was heated at 700° C. for 1 hour. After cooling the reacting mixture, to the mixture was added 70% solution of ethylamine in water (0.57 ml) and the mixture was heated at 60° C. for 2 hours. To this mixture was added water (3 ml) in an ice-water bath. The precipitates were collected by vacuum filtration and w... Starting materials: ClC=1C2=C(N=C(N1)N1CCN(CC1)C1=CC=C(C=C1)Cl)CCS2=O (4-chloro-2-[4-(4-chloro-phenyl)-piperazin-1-yl]-6,7-dihydro-thieno[3,2-d]pyrimidine 5-oxide), O (water), C1(=CC=CC=C1)[C@@H](N)CO ((R)-(−)-2-phenylglycinol), C(C)(C)N(CC)C(C)C (diisopropylethylamine). The solvent is O1CCOCC1 (dioxane), CS(=O)C (DMSO). Reaction conditions: temperature 120 celsius. The product is ClC1=CC=C(C=C1)N1CCN(CC1)C=1N=C(C2=C(N1)CCS2=O)N[C@@H](CO)C2=CC=CC=C2 ((R)-2-{2-[4-(4-CHLORO-PHENYL)-PIPERAZIN-1-YL]-5-OXO-6,7-DIHYDRO-5H-5λ4-THIENO [3,2-D]PYRIMIDIN-4-YLAMINO}-2-PHENYL-ETHANOL). RXN SMILES: Cl[C:2]1[C:3]2[S:23](=[O:24])[CH2:22][CH2:21][C:4]=2[N:5]=[C:6]([N:8]2[CH2:13][CH2:12][N:11]([C:14]3[CH:19]=[CH:18][C:17]([Cl:20])=[CH:16][CH:15]=3)[CH2:10][CH2:9]2)[N:7]=1.[C:25]1([C@H:31]([CH2:33][OH:34])[NH2:32])[CH:30]=[CH:29][CH:28]=[CH:27][CH:26]=1.C(N(C(C)C)CC)(C)C.O>O1CCOCC1.CS(C)=O>[Cl:20][C:17]1[CH:18]=[CH:19][C:14]([N:11]2[CH2:12][CH2:13][N:8]([C:6]3[N:7]=[C:2]([NH:32][C@H:31]([C:25]4[CH:30]=[CH:29][CH:28]=[CH:27][CH:26]=4)[CH2:33][OH:34])[C:3]4[S:23](=[O:24])[CH2:22][CH2:21][C:4]=4[N:5]=3)[CH2:9][CH2:10]2)=[CH:15][CH:16]=1. Procedure details: 220 mg 4-chloro-2-[4-(4-chloro-phenyl)-piperazin-1-yl]-6,7-dihydro-thieno[3,2-d]pyrimidine 5-oxide (cf Example 124), 157.48 mg (R)-(−)-2-phenylglycinol and 197.52 μl diisopropylethylamine are placed in 4 ml dioxane, heated to 120° C. in the microwave for 0.3 hours. Then the reaction mixture is mixed with water, the precipitate formed is suction filtered, washed and dried. The diastereomers are separated by preparative HPLC (method B). 52.8 mg of Diastereomer 1 (Example 49) and 42.0 mg of Diaster...